Dataset: the Open Reaction Database (ORD), a public repository of structured organic reaction records. Task: describe an organic reaction: reactants, conditions, products, and yield Starting materials: CCCc1c(CNC)ccc2ccccc12, CNCc1oc2ccccc2c1C, CN1CC(=O)Nc2ncc(C=CC(=O)O)cc2C1, Cl, Cl, O=C(O)C=Cc1cnc2c(c1)CN(CCCN1CCOCC1)CC(=O)N2. Product: Cc1c(CN(C)C(=O)C=Cc2cnc3c(c2)CN(CCCN2CCOCC2)CC(=O)N3)oc2ccccc12, Cl. As a reaction SMILES: [CH3:14][NH:15][CH2:16][c:17]1[cH:18][cH:19][c:20]2[c:21]([cH:22][cH:23][cH:24][cH:25]2)[c:26]1[CH2:27][CH2:28][CH3:29].[CH3:1][NH:2][CH2:3][c:4]1[o:5][c:6]2[c:7]([c:8]1[CH3:9])[cH:10][cH:11][cH:12][cH:13]2.[CH3:58][N:59]1[CH2:60][c:61]2[cH:62][c:63]([CH:64]=[CH:65][C:66]([OH:67])=[O:68])[cH:69][n:70][c:71]2[NH:72][C:73](=[O:74])[CH2:75]1.[ClH:30].[ClH:57].[O:31]1[CH2:32][CH2:33][N:34]([CH2:37][CH2:38][CH2:39][N:40]2[CH2:41][C:42](=[O:56])[NH:43][c:44]3[c:45]([cH:47][c:48]([CH:51]=[CH:52][C:53](=[O:54])[OH:55])[cH:49][n:50]3)[CH2:46]2)[CH2:35][CH2:36]1>>[CH3:1][N:2]([CH2:3][c:4]1[o:5][c:6]2[c:7]([c:8]1[CH3:9])[cH:10][cH:11][cH:12][cH:13]2)[C:53]([CH:52]=[CH:51][c:48]1[cH:47][c:45]2[c:44]([n:50][cH:49]1)[NH:43][C:42](=[O:56])[CH2:41][N:40]([CH2:39][CH2:38][CH2:37][N:34]1[CH2:33][CH2:32][O:31][CH2:36][CH2:35]1)[CH2:46]2)=[O:54].[ClH:30]. The reactants are BrC=1C=C2C=C(C(=NC2=CC1)Cl)I (6-Bromo-2-chloro-3-iodoquinoline), COC1=CC=C(CN)C=C1 (4-methoxybenzylamine). Conditions: temperature 130 celsius. Yields the product BrC=1C=C2C=C(C(=NC2=CC1)NCC1=CC=C(C=C1)OC)I (6-bromo-3-iodo-N-(4-methoxybenzyl)quinolin-2-amine). Reaction SMILES: [Br:1][C:2]1[CH:3]=[C:4]2[C:9](=[CH:10][CH:11]=1)[N:8]=[C:7](Cl)[C:6]([I:13])=[CH:5]2.[CH3:14][O:15][C:16]1[CH:23]=[CH:22][C:19]([CH2:20][NH2:21])=[CH:18][CH:17]=1>>[Br:1][C:2]1[CH:3]=[C:4]2[C:9](=[CH:10][CH:11]=1)[N:8]=[C:7]([NH:21][CH2:20][C:19]1[CH:22]=[CH:23][C:16]([O:15][CH3:14])=[CH:17][CH:18]=1)[C:6]([I:13])=[CH:5]2. Procedure details: 6-Bromo-2-chloro-3-iodoquinoline (1.0 g, 2.7 mmol) and neat 4-methoxybenzylamine (3.6 mL, 27.1 mmol) was combined in a microwave vial and heated in a microwave at 130° C. for 15 min. The reaction mixture was purified by silica flash chromatography (0-30% EtOAc/Hex) to give 6-bromo-3-iodo-N-(4-methoxybenzyl)quinolin-2-amine as a yellow solid. Reactants: CC(=O)O (AcOH), N1CCC(CC1)CC1=NOC(=N1)C1=CC=2C=NC=CC2O1 (2-(3-Piperidin-4-ylmethyl-[1,2,4]oxadiazol-5-yl)furo[3,2-c]pyridine), ClC1=NC=C(C(=O)OCC)C=C1 (ethyl 6-chloronicotinate), C1CCC2=NCCCN2CC1 (DBU). The solvent is CS(=O)C (DMSO). Product: O1C(=CC=2C=NC=CC21)C2=NC(=NO2)CC2CCN(CC2)C2=NC=C(C(=O)OCC)C=C2 (Ethyl 6-(4-((5-(furo[3,2-c]pyridin-2-yl)-[1,2,4]-oxadiazol-3-yl)methyl)piperidin-1-yl)nicotinate). Reaction SMILES: [NH:1]1[CH2:6][CH2:5][CH:4]([CH2:7][C:8]2[N:12]=[C:11]([C:13]3[O:21][C:20]4[CH:19]=[CH:18][N:17]=[CH:16][C:15]=4[CH:14]=3)[O:10][N:9]=2)[CH2:3][CH2:2]1.Cl[C:23]1[CH:33]=[CH:32][C:26]([C:27]([O:29][CH2:30][CH3:31])=[O:28])=[CH:25][N:24]=1.C1CCN2C(=NCCC2)CC1.CC(O)=O>CS(C)=O>[O:21]1[C:20]2[CH:19]=[CH:18][N:17]=[CH:16][C:15]=2[CH:14]=[C:13]1[C:11]1[O:10][N:9]=[C:8]([CH2:7][CH:4]2[CH2:5][CH2:6][N:1]([C:23]3[CH:33]=[CH:32][C:26]([C:27]([O:29][CH2:30][CH3:31])=[O:28])=[CH:25][N:24]=3)[CH2:2][CH2:3]2)[N:12]=1. Procedure: 2-(3-Piperidin-4-ylmethyl-[1,2,4]oxadiazol-5-yl)furo[3,2-c]pyridine (Preparation 12, 50 mg, 0.176 mmol), ethyl 6-chloronicotinate (49 mg, 0.264 mmol) and DBU (40 mg, 0.264 mmol) were shaken in DMSO (1 mL) at 100° C. for 20 h. The reaction mixture was allowed to cool to room temperature, before being acidified with AcOH. Purification by RP-HPLC yielded the title compound: RT=5.74 min; m/z (ES+)=434.4 [M+H]+. The reactants are [NH4+].[Cl-] (NH4Cl), anhydride, C1(CC1)CCC(=O)N1C(OC[C@@H]1C(C)C)=O (3-(3-Cyclopropyl-1-oxopropyl)4(S)-(1-methyl-ethyl)-2-oxazolidinone), C(C(C)(C)C)(=O)Cl (pivaloyl chloride), C(CCC=C)(=O)O (4-pentenoic acid), CN1CCOCC1 (N-methylmorpholine), solution, C(CCC)[Li] (butyllithium), CCCCCC (hexane), CC(C)[C@@H]1NC(OC1)=O ((S)-4-(1-methylethyl)-2-oxazolidinone). The solvent is O (H2O), C1CCOC1 (THF). Run at time 30 minute. Yields the product anhydride, CC(C)[C@@H]1N(C(OC1)=O)C(CCC=C)=O (4(S)-(1-methylethyl)-3-(1-oxo-4-pentenyl)-2-oxazolidinone). RXN SMILES: [CH:1]1([CH2:4][CH2:5][C:6]([N:8]2[C@@H:12]([CH:13]([CH3:15])[CH3:14])[CH2:11][O:10][C:9]2=[O:16])=[O:7])C[CH2:2]1.C(Cl)(=O)C(C)(C)C.C(O)(=O)CCC=C.CN1CCOCC1.C([Li])CCC.CCCCCC.CC([C@H]1COC(=O)N1)C.[NH4+].[Cl-]>C1COCC1.O>[CH3:15][CH:13]([C@H:12]1[CH2:11][O:10][C:9](=[O:16])[N:8]1[C:6](=[O:7])[CH2:5][CH2:4][CH:1]=[CH2:2])[CH3:14] |f:7.8|. Procedure: 3-(3-Cyclopropyl-1-oxopropyl)4(S)-(1-methyl-ethyl)-2-oxazolidinone: A solution of mixed anhydride was prepared by adding under a N2 atmosphere pivaloyl chloride (14.8 mL, 120 mmol) over a period of 5 min to a cooled solution (0° ) of 4-pentenoic acid (12.3 mL, 120 mmol) and N-methylmorpholine (15.4 mL, 140 mmol). The mixture was stirred at 0° or 30 min. Meanwhile, a second solution was prepared by adding dropwise under a N2 atmosphere a 1.4M solution of butyllithium in hexane (71 mL, 100 mmol) t... The reactants are C1(=CC=CC=C1)N1CCN(CC1)CCCCN1C(C=2C(C1=O)=CC=CC2)=O (N-[4-(4-Phenylpiperazin-1-yl)-butyl]-phthalimide), NN (NH2NH2). Solvent: CCO (EtOH). Yields the product C1(=CC=CC=C1)N1CCN(CC1)CCCCN (4-(4-Phenylpiperazin-1-yl)-butylamine). As a reaction SMILES: [C:1]1([N:7]2[CH2:12][CH2:11][N:10]([CH2:13][CH2:14][CH2:15][CH2:16][N:17]3C(=O)C4=CC=CC=C4C3=O)[CH2:9][CH2:8]2)[CH:6]=[CH:5][CH:4]=[CH:3][CH:2]=1.NN>CCO>[C:1]1([N:7]2[CH2:8][CH2:9][N:10]([CH2:13][CH2:14][CH2:15][CH2:16][NH2:17])[CH2:11][CH2:12]2)[CH:2]=[CH:3][CH:4]=[CH:5][CH:6]=1. Reported procedure: Compound 3b (7.70 g, 21.21 mmol) was reacted with NH2NH2 (3.0 g, 93.75 mmol) in EtOH (60 mL) to give 4b, 4.60 g (93%) (Procedure B). 1H NMR (CDCl3) 1.48-1.61 (m, 4H), 2.83-2.43 (t, J=7.2 Hz, 2H, NCH2), 2.61-2.63 (t, J=4.5 Hz, 4H, N(CH2)2), 2.72-2.76 (t, J=6.4 Hz, 2H, NCH2), 3.19-3.22 (t, J=4.6 Hz, 4H, N(CH2)2), 6.33-6.94 (m, 3H, Ar—H), 7.23-7.28 (m, 2H, Ar—H). The reactants are COC1=C(/C=C/S(=O)(=O)CC=2C=CC(=C(C2)NC(C(=O)OC)C)OC)C(=CC(=C1)OC)OC (methyl(E)-2-(5-((2,4,6-trimethoxystyrylsulfonyl)methyl)-2-methoxyphenylamino)propanoate), [OH-].[Na+] (sodium hydroxide). Run in C(C)O (ethanol). Product: COC1=C(/C=C/S(=O)(=O)CC=2C=CC(=C(C2)NC(C(=O)O)C)OC)C(=CC(=C1)OC)OC ((E)-2-(5-((2,4,6-trimethoxystyrylsulfonyl)methyl)-2-methoxyphenylamino)propanoic acid). As a reaction SMILES: [CH3:1][O:2][C:3]1[CH:29]=[C:28]([O:30][CH3:31])[CH:27]=[C:26]([O:32][CH3:33])[C:4]=1/[CH:5]=[CH:6]/[S:7]([CH2:10][C:11]1[CH:12]=[CH:13][C:14]([O:24][CH3:25])=[C:15]([NH:17][CH:18]([CH3:23])[C:19]([O:21]C)=[O:20])[CH:16]=1)(=[O:9])=[O:8].[OH-].[Na+]>C(O)C>[CH3:1][O:2][C:3]1[CH:29]=[C:28]([O:30][CH3:31])[CH:27]=[C:26]([O:32][CH3:33])[C:4]=1/[CH:5]=[CH:6]/[S:7]([CH2:10][C:11]1[CH:12]=[CH:13][C:14]([O:24][CH3:25])=[C:15]([NH:17][CH:18]([CH3:23])[C:19]([OH:21])=[O:20])[CH:16]=1)(=[O:8])=[O:9] |f:1.2|. Reported procedure: To a solution of methyl(E)-2-(5-((2,4,6-trimethoxystyrylsulfonyl)methyl)-2-methoxyphenylamino)propanoate (0.1 mol) in ethanol (200 mL), was added sodium hydroxide (20% aqueous solution, 200 mL). The resulting mixture was heated at reflux for 2.5 h. The reaction was monitored by TLC. When the reaction was complete, the volatiles were removed under vacuum and the resulting residue was acidified to pH 4 by addition of acetic acid. A solid precipitate formed. The precipitate was separated by filtrat... Starting materials: O=C(c1ncc[nH]1)c1ncc[nH]1, CS(N)(=O)=O, C1CCOC1, O=C(O)Cc1ccc2c(c1)Nc1nccnc1S2. The product is CS(=O)(=O)NC(=O)Cc1ccc2c(c1)Nc1nccnc1S2. As a reaction SMILES: [C:19]([c:20]1[nH:21][cH:22][cH:23][n:24]1)([c:25]1[nH:26][cH:27][cH:28][n:29]1)=[O:30].[CH3:31][S:32](=[O:33])(=[O:34])[NH2:35].[O:36]1[CH2:37][CH2:38][CH2:39][CH2:40]1.[n:1]1[cH:2][cH:3][n:4][c:5]2[c:10]1[NH:9][c:8]1[c:7]([cH:14][cH:13][c:12]([CH2:15][C:16](=[O:17])[OH:18])[cH:11]1)[S:6]2>>[n:1]1[cH:2][cH:3][n:4][c:5]2[c:10]1[NH:9][c:8]1[c:7]([cH:14][cH:13][c:12]([CH2:15][C:16](=[O:18])[NH:35][S:32]([CH3:31])(=[O:33])=[O:34])[cH:11]1)[S:6]2.